From a dataset of the Open Reaction Database (ORD), a public repository of structured organic reaction records. describe an organic reaction: reactants, conditions, products, and yield Starting materials: ClC1=C(C(=NN1C)C)C=O (5-chloro-1,3-dimethyl-1H-pyrazole-4-carbaldehyde), ClCl (chlorine). The solvent is ClC1=CC=CC=C1 (chlorobenzene). Run at temperature 30 celsius, time 20 minute. Yields the product ClC1=C(C(=NN1C)C)C(=O)Cl (5-chloro-1,3-dimethyl-1H-pyrazole-4-carbonyl chloride). Yield: 87.0%. RXN SMILES: [Cl:1][C:2]1[N:6]([CH3:7])[N:5]=[C:4]([CH3:8])[C:3]=1[CH:9]=[O:10].[Cl:11]Cl>ClC1C=CC=CC=1>[Cl:1][C:2]1[N:6]([CH3:7])[N:5]=[C:4]([CH3:8])[C:3]=1[C:9]([Cl:11])=[O:10]. Procedure: To a solution of 48 g of 5-chloro-1,3-dimethyl-1H-pyrazole-4-carbaldehyde in 230 ml of chlorobenzene under protective gas, 19.2 g of chlorine gas are introduced while illuminating with a mercury lamp at 30° C. within 4 hours. After the gas introduction has ended, the reaction solution is stirred with illumination at 30° C. for a further 20 minutes. The reaction solution is cooled to 5° C. and the solid is filtered off and washed with a little chlorobenzene. After the solvent has been removed, 5-... The reactants are CC(=O)SCC(Cc1ccccc1)C(=O)O, COC(=O)C(N)CSC(C)(C)C, CO. Product: COC(=O)C(CSC(C)(C)C)NC(=O)C(CSC(C)=O)Cc1ccccc1. Reaction SMILES: [C:13]([CH3:14])(=[O:15])[S:16][CH2:17][CH:18]([C:19](=[O:20])[OH:21])[CH2:22][c:23]1[cH:24][cH:25][cH:26][cH:27][cH:28]1.[CH3:1][O:2][C:3]([CH:4]([NH2:5])[CH2:6][S:7][C:8]([CH3:9])([CH3:10])[CH3:11])=[O:12].[CH3:29][OH:30]>>[CH3:1][O:2][C:3]([CH:4]([NH:5][C:19]([CH:18]([CH2:17][S:16][C:13]([CH3:14])=[O:15])[CH2:22][c:23]1[cH:24][cH:25][cH:26][cH:27][cH:28]1)=[O:20])[CH2:6][S:7][C:8]([CH3:9])([CH3:10])[CH3:11])=[O:12]. The reactants are O=C([O-])[O-], CC#N, CCOC(C)=O, Cl, [Cs+], [Cs+], CC(O)C(F)(F)F, O=[N+]([O-])c1ccc(F)cc1, O. Reaction SMILES: [C:18](=[O:19])([O-:20])[O-:21].[CH3:25][C:26]#[N:27].[CH3:29][CH2:30][O:31][C:32](=[O:33])[CH3:34].[ClH:24].[Cs+:22].[Cs+:23].[F:11][C:12]([CH:13]([CH3:14])[OH:15])([F:16])[F:17].[F:1][c:2]1[cH:3][cH:4][c:5]([N+:8](=[O:9])[O-:10])[cH:6][cH:7]1.[OH2:28]>>[c:2]1([O:15][CH:13]([C:12]([F:11])([F:16])[F:17])[CH3:14])[cH:3][cH:4][c:5]([N+:8](=[O:9])[O-:10])[cH:6][cH:7]1. Yields the product CC(Oc1ccc([N+](=O)[O-])cc1)C(F)(F)F. Starting materials: [N+](=[N-])=C(C(=O)OCC1=CC=C(C=C1)[N+](=O)[O-])C([C@H](C)[C@H]1NC([C@@H]1[C@@H](C)O)=O)=O (4-nitrobenzyl (4R)-2-diazo-4-[(2R,3S)-3-{(1R)-1-hydroxyethyl}-4-oxoazetidin-2-yl]-3-oxopentanoate), N1(C=NC=C1)C[C@H]1N(C[C@H](C1)S)C(=O)OCC1=CC=C(C=C1)[N+](=O)[O-] ((2S,4S)-2-(imidazol-1-yl)methyl-4-mercapto-1-(4-nitrobenzyloxycarbonyl)pyrrolidine), P(=O)(OC1=CC=CC=C1)(OC1=CC=CC=C1)Cl (Diphenyl chlorophosphate), C(C)(=O)OCC (ethyl acetate), gel. The reagents and catalysts are C(C)(=O)[O-].[Rh+2].C(C)(=O)[O-] (rhodium (II) acetate). The solvent is C(C)#N (acetonitrile), C(C)(C)N(CC)C(C)C (N,N-diisopropyl-N-ethylamine), ClCCCl (1.2-dichloroethane), C(C)#N (acetonitrile). Run at temperature -7.5 celsius, time 30 minute. Product: O[C@H](C)[C@@H]1[C@H]2[C@H](C(=C(N2C1=O)C(=O)OCC1=CC=C(C=C1)[N+](=O)[O-])S[C@H]1C[C@H](N(C1)C(=O)OCC1=CC=C(C=C1)[N+](=O)[O-])CN1C=NC=C1)C (4-nitrobenzyl (4R,5S,6S)-6-[(lR)-1-hydroxyethyl]-3-[(2S,4S)-2-(imidazol-1-yl)methyl-1-(4-nitrobenzyloxycarbonyl)pyrrolidin-4-yl]thio-4-methyl -7-oxo-1-azabicyclo[3.2.0]-hept-2-ene-2-carboxylate). Yield: 37.5%. RXN SMILES: [N+](=[C:3]([C:17](=O)[C@@H:18]([C@@H:20]1[C@@H:23]([C@H:24]([OH:26])[CH3:25])[C:22](=[O:27])[NH:21]1)[CH3:19])[C:4]([O:6][CH2:7][C:8]1[CH:13]=[CH:12][C:11]([N+:14]([O-:16])=[O:15])=[CH:10][CH:9]=1)=[O:5])=[N-].P(Cl)(OC1C=CC=CC=1)(OC1C=CC=CC=1)=O.[N:46]1([CH2:51][C@@H:52]2[CH2:56][C@H:55]([SH:57])[CH2:54][N:53]2[C:58]([O:60][CH2:61][C:62]2[CH:67]=[CH:66][C:65]([N+:68]([O-:70])=[O:69])=[CH:64][CH:63]=2)=[O:59])[CH:50]=[CH:49][N:48]=[CH:47]1.C(OCC)(=O)C>ClCCCl.C(#N)C.C(N(C(C)C)CC)(C)C.C([O-])(=O)C.[Rh+2].C([O-])(=O)C>[OH:26][C@@H:24]([C@H:23]1[C:22](=[O:27])[N:21]2[C@@H:20]1[C@@H:18]([CH3:19])[C:17]([S:57][C@@H:55]1[CH2:54][N:53]([C:58]([O:60][CH2:61][C:62]3[CH:67]=[CH:66][C:65]([N+:68]([O-:70])=[O:69])=[CH:64][CH:63]=3)=[O:59])[C@H:52]([CH2:51][N:46]3[CH:50]=[CH:49][N:48]=[CH:47]3)[CH2:56]1)=[C:3]2[C:4]([O:6][CH2:7][C:8]1[CH:9]=[CH:10][C:11]([N+:14]([O-:16])=[O:15])=[CH:12][CH:13]=1)=[O:5])[CH3:25] |f:7.8.9|. Procedure: To a solution of 4-nitrobenzyl (4R)-2-diazo-4-[(2R,3S)-3-{(1R)-1-hydroxyethyl}-4-oxoazetidin-2-yl]-3-oxopentanoate (0.28 g) in 1.2-dichloroethane (15 ml) was added rhodium (II) acetate (2 mg) under reflux. The mixture was reluxed for 30 minutes under nitrogen atmosphere and concentrated under reduced pressure to give a syrup. The syrup was dissolved in acetonitrile (15 ml) and N,N-diisopropyl-N-ethylamine (0.37 ml). Diphenyl chlorophosphate (0.16 ml) was added thereto at -10--5° C. in a nitrogen...